Dataset: the Open Reaction Database (ORD), a public repository of structured organic reaction records. Task: describe an organic reaction: reactants, conditions, products, and yield The reactants are NC1=NC=NC(=C1C(=O)N)N1CCC(CC1)C=1N(C=C(N1)C1=CC(=C(C=C1)F)C(F)(F)F)C (4-Amino-6-{4-[4-(4-fluoro-3-trifluoromethyl-phenyl)-1-methyl-1H-imidazol-2-yl]-piperidin-1-yl}-pyrimidine-5-carboxamide), NC1=NC=NC(=C1C#N)N1CCC(CC1)C=1N(C=C(N1)C1=CC(=C(C=C1)F)C)CCNC1CCCC1 (4-Amino-6-{4-[1-(2-cyclopentylamino-ethyl)-4-(4-fluoro-3-methyl-phenyl)-1H-imidazol-2-yl]-piperidin-1-yl}-pyrimidine-5-carbonitrile). Product: NC1=NC=NC(=C1C(=O)N)N1CCC(CC1)C=1N(C=C(N1)C1=CC(=C(C=C1)F)C)CCNC1CCCC1 (4-Amino-6-{4-[1-(2-cyclopentylamino-ethyl)-4-(4-fluoro-3-methyl-phenyl)-1H-imidazol-2-yl]-piperidin-1-yl}-pyrimidine-5-carboxylic acid amide). As a reaction SMILES: [NH2:1][C:2]1[C:7]([C:8]([NH2:10])=[O:9])=[C:6]([N:11]2[CH2:16][CH2:15][CH:14]([C:17]3[N:18]([CH3:33])[CH:19]=[C:20]([C:22]4[CH:27]=[CH:26][C:25]([F:28])=[C:24]([C:29](F)(F)F)[CH:23]=4)[N:21]=3)[CH2:13][CH2:12]2)[N:5]=[CH:4][N:3]=1.NC1C(C#N)=C(N2CCC(C3N(C[CH2:63][NH:64][CH:65]4[CH2:69][CH2:68][CH2:67][CH2:66]4)C=C(C4C=CC(F)=C(C)C=4)N=3)CC2)N=CN=1>>[NH2:1][C:2]1[C:7]([C:8]([NH2:10])=[O:9])=[C:6]([N:11]2[CH2:12][CH2:13][CH:14]([C:17]3[N:18]([CH2:33][CH2:63][NH:64][CH:65]4[CH2:69][CH2:68][CH2:67][CH2:66]4)[CH:19]=[C:20]([C:22]4[CH:27]=[CH:26][C:25]([F:28])=[C:24]([CH3:29])[CH:23]=4)[N:21]=3)[CH2:15][CH2:16]2)[N:5]=[CH:4][N:3]=1. Reported procedure: The title compound was prepared in an analogous manner as 4-Amino-6-{4-[4-(4-fluoro-3-trifluoromethyl-phenyl)-1-methyl-1H-imidazol-2-yl]-piperidin-1-yl}-pyrimidine-5-carboxamide using 4-Amino-6-{4-[1-(2-cyclopentylamino-ethyl)-4-(4-fluoro-3-methyl-phenyl)-1H-imidazol-2-yl]-piperidin-1-yl}-pyrimidine-5-carbonitrile instead of 4-amino-6-(4-{4-[4-fluoro-3-(trifluoromethyl)phenyl]-1-methyl-1H-imidazol-2-yl}piperidin-1-yl)pyrimidine-5-carbonitrile. LC-MS: (M+1=507, obsd.=507). Reported procedure: General experimental procedure for carbazole formation was followed. Reaction was performed on a 8.9 mg scale of 2-(4-(3-fluoropropyl)phenyl)-5-methyl-3-nitropyridine. Isolated 3.6 mg (45%) of T793 as a white solid. 1H NMR (CD3OD): δ 8.48 (1H, d, J=1.6 Hz), 8.39 (1H, d, J=1.6 Hz), 8.21 (1H, d, J=8.4 Hz), 7.55 (1H, d, J=1.6 Hz), 7.34 (1H, d, J=8.4, 1.6 Hz), 4.52 (1H, t, J=6.0 Hz), 4.40 (1H, t, J=6.0 Hz), 2.97 (2H, t, J=7.6 Hz), 2.68 (3H, s), 2.03-2.15 (2H, m); MS: 243 (M+H+). Yields the product FCCCC=1C=CC=2C3=C(NC2C1)C=C(C=N3)C (7-(3-Fluoropropyl)-3-methyl-5H-pyrido[3,2-b]indole). RXN SMILES: C1C2NC3C(=CC=CC=3)C=2C=CC=1.[F:14][CH2:15][CH2:16][CH2:17][C:18]1[CH:23]=[CH:22][C:21]([C:24]2[C:29]([N+:30]([O-])=O)=[CH:28][C:27]([CH3:33])=[CH:26][N:25]=2)=[CH:20][CH:19]=1>>[F:14][CH2:15][CH2:16][CH2:17][C:18]1[CH:23]=[CH:22][C:21]2[C:24]3[N:25]=[CH:26][C:27]([CH3:33])=[CH:28][C:29]=3[NH:30][C:20]=2[CH:19]=1. Reactants: C1=CC=CC=2C3=CC=CC=C3NC12 (carbazole), FCCCC1=CC=C(C=C1)C1=NC=C(C=C1[N+](=O)[O-])C (2-(4-(3-fluoropropyl)phenyl)-5-methyl-3-nitropyridine). The reactants are CC#N, CCOC(C)=O, COC(=O)Cl, CN(C)C(=O)c1ccc(N)cc1S(=O)(=O)NC(C)(C)C, [Na+], O=C([O-])O. The product is COC(=O)Nc1ccc(C(=O)N(C)C)c(S(=O)(=O)NC(C)(C)C)c1. Reaction SMILES: [CH3:31][C:32]#[N:33].[CH3:34][CH2:35][O:36][C:37](=[O:38])[CH3:39].[Cl:1][C:2](=[O:3])[O:4][CH3:5].[NH2:6][c:7]1[cH:8][cH:9][c:10]([C:21](=[O:22])[N:23]([CH3:24])[CH3:25])[c:11]([S:13](=[O:14])(=[O:15])[NH:16][C:17]([CH3:18])([CH3:19])[CH3:20])[cH:12]1.[Na+:30].[O-:26][C:27]([OH:28])=[O:29]>>[C:2](=[O:3])([O:4][CH3:5])[NH:6][c:7]1[cH:8][cH:9][c:10]([C:21](=[O:22])[N:23]([CH3:24])[CH3:25])[c:11]([S:13](=[O:14])(=[O:15])[NH:16][C:17]([CH3:18])([CH3:19])[CH3:20])[cH:12]1. The reactants are CC1=C(C(=O)OCC)C=CC=C1N1CCNCC1 (ethyl 2-methyl-3-piperazin-1-ylbenzoate), FC(CNC(=O)C1(C2=CC=CC=C2C=2C=CC=CC12)CCCBr)(F)F (3-[9-(2,2,2-Trifluoroethylcarbamoyl)-9H-fluoren-9-yl]propyl bromide). Product: C=C1C(C(=O)OCC)C=CC=C1N1CCN(CC1)CCCC1(C2=CC=CC=C2C=2C=CC=CC12)C(NCC(F)(F)F)=O (ethyl 2-methyly-3-[4-[3-[9-(2,2,2-trifluoroethylcarbamoyl)-9H-fluoren-9-yl]propyl]piperazin-1-yl]-benzoate). Reaction SMILES: [CH3:1][C:2]1[C:12]([N:13]2[CH2:18][CH2:17][NH:16][CH2:15][CH2:14]2)=[CH:11][CH:10]=[CH:9][C:3]=1[C:4]([O:6][CH2:7][CH3:8])=[O:5].[F:19][C:20]([F:43])([F:42])[CH2:21][NH:22][C:23]([C:25]1([CH2:38][CH2:39][CH2:40]Br)[C:37]2[CH:36]=[CH:35][CH:34]=[CH:33][C:32]=2[C:31]2[C:26]1=[CH:27][CH:28]=[CH:29][CH:30]=2)=[O:24]>>[CH2:1]=[C:2]1[C:12]([N:13]2[CH2:14][CH2:15][N:16]([CH2:40][CH2:39][CH2:38][C:25]3([C:23](=[O:24])[NH:22][CH2:21][C:20]([F:19])([F:42])[F:43])[C:37]4[CH:36]=[CH:35][CH:34]=[CH:33][C:32]=4[C:31]4[C:26]3=[CH:27][CH:28]=[CH:29][CH:30]=4)[CH2:17][CH2:18]2)=[CH:11][CH:10]=[CH:9][CH:3]1[C:4]([O:6][CH2:7][CH3:8])=[O:5]. Reported procedure: The procedure of step (b) of Example 1 was repeated, except that the compound prepared in step (a) of Example 53 and the compound prepared in step (a) of Example 93 were used as the starting compound. Thus, ethyl 2-methyly-3-[4-[3-[9-(2,2,2-trifluoroethylcarbamoyl)-9H-fluoren-9-yl]propyl]piperazin-1-yl]-benzoate was obtained. Starting materials: OCCCCCCCCCBr, CN(C)CC(N)CC(=O)OCc1ccccc1, Cl, Cl, OCCCCCCCCCOc1ccccc1, O=C(O)CCCCCCCCOc1ccccc1, Oc1ccccc1. Product: CN(C)CC(CC(=O)OCc1ccccc1)NC(=O)CCCCCCCCOc1ccccc1. Reaction SMILES: [Br:8][CH2:9][CH2:10][CH2:11][CH2:12][CH2:13][CH2:14][CH2:15][CH2:16][CH2:17][OH:18].[CH2:56]([c:57]1[cH:58][cH:59][cH:60][cH:61][cH:62]1)[O:63][C:64]([CH2:65][CH:66]([CH2:67][N:68]([CH3:69])[CH3:70])[NH2:71])=[O:72].[ClH:54].[ClH:55].[O:19]([c:20]1[cH:21][cH:22][cH:23][cH:24][cH:25]1)[CH2:26][CH2:27][CH2:28][CH2:29][CH2:30][CH2:31][CH2:32][CH2:33][CH2:34][OH:35].[O:36]([CH2:37][CH2:38][CH2:39][CH2:40][CH2:41][CH2:42][CH2:43][CH2:44][C:45]([OH:46])=[O:47])[c:48]1[cH:49][cH:50][cH:51][cH:52][cH:53]1.[OH:1][c:2]1[cH:3][cH:4][cH:5][cH:6][cH:7]1>>[O:19]([c:20]1[cH:21][cH:22][cH:23][cH:24][cH:25]1)[CH2:26][CH2:27][CH2:28][CH2:29][CH2:30][CH2:31][CH2:32][CH2:33][C:34](=[O:35])[NH:71][CH:66]([CH2:65][C:64]([O:63][CH2:56][c:57]1[cH:58][cH:59][cH:60][cH:61][cH:62]1)=[O:72])[CH2:67][N:68]([CH3:69])[CH3:70]. Reactants: CCO, CC[O-], BrCC1CCCC1, [Na+], [Na], c1c[nH]cn1. Yields the product c1cn(CC2CCCC2)cn1. Reaction SMILES: [CH3:18][CH2:19][OH:20].[CH3:2][CH2:3][O-:4].[CH:11]1([CH2:16][Br:17])[CH2:12][CH2:13][CH2:14][CH2:15]1.[Na+:1].[Na:5].[nH:6]1[cH:7][n:8][cH:9][cH:10]1>>[n:6]1([CH2:16][CH:11]2[CH2:12][CH2:13][CH2:14][CH2:15]2)[cH:7][n:8][cH:9][cH:10]1. Reactants: C1CCOC1, CO, O=[Mn]=O, Cc1ccc(CO)c(=O)[nH]1. Yields the product Cc1ccc(C=O)c(=O)[nH]1. As a reaction SMILES: [CH2:11]1[O:12][CH2:13][CH2:14][CH2:15]1.[CH3:16][OH:17].[O:18]=[Mn:19]=[O:20].[OH:1][CH2:2][c:3]1[c:4](=[O:10])[nH:5][c:6]([CH3:9])[cH:7][cH:8]1>>[O:1]=[CH:2][c:3]1[c:4](=[O:10])[nH:5][c:6]([CH3:9])[cH:7][cH:8]1. Reactants: COCOc1cc2c(cc1[N+](=O)[O-])C(O)C(Br)C(C)(C)O2, [Na+], C1COCCO1, [OH-], O. Yields the product COCOc1cc2c(cc1[N+](=O)[O-])C1OC1C(C)(C)O2. Reaction SMILES: [Br:1][CH:2]1[C:3]([CH3:20])([CH3:21])[O:4][c:5]2[c:6]([cH:9][c:10]([N+:17](=[O:18])[O-:19])[c:11]([O:13][CH2:14][O:15][CH3:16])[cH:12]2)[CH:7]1[OH:8].[Na+:23].[O:25]1[CH2:26][CH2:27][O:28][CH2:29][CH2:30]1.[OH-:22].[OH2:24]>>[CH:2]12[C:3]([CH3:20])([CH3:21])[O:4][c:5]3[c:6]([cH:9][c:10]([N+:17](=[O:18])[O-:19])[c:11]([O:13][CH2:14][O:15][CH3:16])[cH:12]3)[CH:7]1[O:8]2. Starting materials: FC1=CC=C(C=C1)C1=NN(C=C1C1=C2C(=NC=C1)COC2=O)C (4-[3-(4-Fluorophenyl)-1-methyl-1H-pyrazol-4-yl]furo[3,4-b]pyridin-5(7H)-one), C(C1=CC=CC=C1)N (benzyl amine). The solvent is C(C)(=O)O (acetic acid). Conditions: time 10 minute. Yields the product C(C1=CC=CC=C1)N1C(C2=NC=CC(=C2C1=O)C=1C(=NN(C1)C)C1=CC=C(C=C1)F)=O (6-benzyl-4-(3-(4-fluorophenyl)-1-methyl-1H-pyrazol-4-yl)-5H-pyrrolo[3,4-b]pyridine-5,7(6H)-dione). Reaction SMILES: [F:1][C:2]1[CH:7]=[CH:6][C:5]([C:8]2[C:12]([C:13]3[CH:18]=[CH:17][N:16]=[C:15]4[CH2:19][O:20][C:21](=[O:22])[C:14]=34)=[CH:11][N:10]([CH3:23])[N:9]=2)=[CH:4][CH:3]=1.[CH2:24]([NH2:31])[C:25]1[CH:30]=[CH:29][CH:28]=[CH:27][CH:26]=1>C(O)(=O)C>[CH2:24]([N:31]1[C:21](=[O:22])[C:14]2[C:15](=[N:16][CH:17]=[CH:18][C:13]=2[C:12]2[C:8]([C:5]3[CH:4]=[CH:3][C:2]([F:1])=[CH:7][CH:6]=3)=[N:9][N:10]([CH3:23])[CH:11]=2)[C:19]1=[O:20])[C:25]1[CH:30]=[CH:29][CH:28]=[CH:27][CH:26]=1. Procedure details: 4-[3-(4-Fluorophenyl)-1-methyl-1H-pyrazol-4-yl]furo[3,4-b]pyridin-5(7H)-one (Example 1, step 5, 472 mg, 1.46 mmol) and benzyl amine (0.167 mL, 1.53 mmol) in acetic acid (4.7 mL) were heated at reflux for 18 hr, cooled and then concentrated to a brown solid. This material was stirred with diethyl ether (20 mL) for 10 min and then filtered to yield 450 mg (75%) of Ex 5-Step 1 product as a tan colored solid: LCMS m/z 413.5 (M+1); 1H NMR (400 MHz, CDCl3) δ 8.57 (d, J=5.2, 1H), 8.15 (s, 1H), 7.26-7.4... Starting materials: [BH3-]C#N.[Na+] (NaCNBH3), N1=C(N=CC=C1)OC=1C=C2CCCC(C2=CC1)=O (6-[(2-Pyrimidinyl)oxy]-tetralone), C1(CCCCC1)N1CCNCC1 (N-cyclohexylpiperazine), Ti(O-2-Pr)4, O (Water). Solvent: C(Cl)Cl (CH2Cl2). Conditions: time 20 hour. Product: [NH4+].[OH-] (NH4OH), C1(CCCCC1)C1CCC(C2=CC=C(C=C12)OC1=NC=CC=N1)N1CCNCC1 (4-cyclohexyl-1-piperazinyl-[6-[(2-pyrimidinyl)oxy]]-1,2,3,4-tetrahydro-naphthalene). Reaction SMILES: [N:1]1[CH:6]=[CH:5][CH:4]=[N:3][C:2]=1[O:7][C:8]1[CH:9]=[C:10]2[C:15](=[CH:16][CH:17]=1)[C:14](=O)[CH2:13][CH2:12][CH2:11]2.[CH:19]1(N2CCNCC2)[CH2:24][CH2:23][CH2:22][CH2:21][CH2:20]1.[BH3-][C:32]#[N:33].[Na+].O>C(Cl)Cl>[NH4+:1].[OH-:7].[CH:19]1([CH:11]2[C:10]3[C:15](=[CH:16][CH:17]=[C:8]([O:7][C:2]4[N:3]=[CH:4][CH:5]=[CH:6][N:1]=4)[CH:9]=3)[CH:14]([N:33]3[CH2:32][CH2:2][NH:1][CH2:6][CH2:5]3)[CH2:13][CH2:12]2)[CH2:24][CH2:23][CH2:22][CH2:21][CH2:20]1 |f:2.3,6.7|. Reported procedure: 6-[(2-Pyrimidinyl)oxy]-tetralone (3.2 mmol), N-cyclohexylpiperazine (3.2 mmol) and Ti(O-2-Pr)4 (3.2 mmol) were dissolved in CH2Cl2 (10 mL). The solution was stirred at room temperature for 20 hours and then quenched with NaCNBH3 (6.4 mmol in 5 mL EtOH). Water (20 mL) was added, the resulting mixture was filtered through a pad of `Celite`, and the residue was rinsed with CH2Cl2 (10 mL). The organic layer was dried with Na2SO4 and evaporated to yield the crude product as an oil. Purification by co...